This data is from the Open Reaction Database (ORD), a public repository of structured organic reaction records. The task is: describe an organic reaction: reactants, conditions, products, and yield Reactants: CC(=O)Oc1cc(C(C)CCCc2ccc(F)cc2)cc2c1C1=C(C(=O)CC(C)C1)C(C)(C)O2, CC1CCC2=C(C1)c1c(O)cc(C(C)CCCc3ccc(F)cc3)cc1OC2(C)C. Yields the product CC1CC(=O)C2=C(C1)c1c(O)cc(C(C)CCCc3ccc(F)cc3)cc1OC2(C)C. As a reaction SMILES: [C:31](=[O:32])([CH3:33])[O:34][c:35]1[cH:36][c:37]([CH:53]([CH2:54][CH2:55][CH2:56][c:57]2[cH:58][cH:59][c:60]([F:63])[cH:61][cH:62]2)[CH3:64])[cH:38][c:39]2[c:44]1[C:43]1=[C:42]([C:41]([CH3:51])([CH3:52])[O:40]2)[C:48](=[O:49])[CH2:47][CH:46]([CH3:50])[CH2:45]1.[F:1][c:2]1[cH:3][cH:4][c:5]([CH2:6][CH2:7][CH2:8][CH:9]([c:10]2[cH:11][c:12]([OH:13])[c:14]3[c:26]([cH:27]2)[O:25][C:22]([CH3:23])([CH3:24])[C:21]2=[C:15]3[CH2:16][CH:17]([CH3:18])[CH2:19][CH2:20]2)[CH3:28])[cH:29][cH:30]1>>[OH:34][c:35]1[cH:36][c:37]([CH:53]([CH2:54][CH2:55][CH2:56][c:57]2[cH:58][cH:59][c:60]([F:63])[cH:61][cH:62]2)[CH3:64])[cH:38][c:39]2[c:44]1[C:43]1=[C:42]([C:41]([CH3:51])([CH3:52])[O:40]2)[C:48](=[O:49])[CH2:47][CH:46]([CH3:50])[CH2:45]1. Starting materials: C1(=CC=C(C=C1)S(=O)(=O)Cl)C (p-toluenesulfonyl chloride), [Cl-].[NH4+] (ammonium chloride), OCC1=CC=C(C=C1)C1=C(C(=O)OC)C=CC=C1 (methyl 2-(4'-hydroxymethylphenyl)benzoate), [Na] (sodium). The solvent is O1CCCC1 (tetrahydrofuran), O1CCCC1 (tetrahydrofuran). Run at time 1 hour. The product is C1(=CC=C(C=C1)S(=O)(=O)OCC1=CC=C(C=C1)C1=C(C(=O)OC)C=CC=C1)C (Methyl 2-(4'-p-toluene-sulfonyloxymethylphenyl)benzoate). Isolated yield 82.4%. RXN SMILES: [OH:1][CH2:2][C:3]1[CH:8]=[CH:7][C:6]([C:9]2[CH:18]=[CH:17][CH:16]=[CH:15][C:10]=2[C:11]([O:13][CH3:14])=[O:12])=[CH:5][CH:4]=1.[Na].[C:20]1([CH3:30])[CH:25]=[CH:24][C:23]([S:26](Cl)(=[O:28])=[O:27])=[CH:22][CH:21]=1.[Cl-].[NH4+]>O1CCCC1>[C:20]1([CH3:30])[CH:25]=[CH:24][C:23]([S:26]([O:1][CH2:2][C:3]2[CH:8]=[CH:7][C:6]([C:9]3[CH:18]=[CH:17][CH:16]=[CH:15][C:10]=3[C:11]([O:13][CH3:14])=[O:12])=[CH:5][CH:4]=2)(=[O:28])=[O:27])=[CH:22][CH:21]=1 |f:3.4,^1:18|. Procedure: 10.0 g (41 mmol) of methyl 2-(4'-hydroxymethylphenyl)benzoate was dissolved in tetrahydrofuran (200 ml). 2.0 g (50 mmol) of a 60% sodium hydrode was added thereto under cooling with ice, followed by stirring for one hour. A solution of 8.65 g (45.4 mmol) of p-toluenesulfonyl chloride in tetrahydrofuran (50 ml) was dropwise added thereto. Then, the reaction was effected at room temperature for 2 hours and further reflux by heating was effected for 4 hours. The reaction liquid was cooled and added... Reactants: ClCCl, CCOP(=O)(OCC)C(O)c1ccc(Cl)cc1, O=S(Cl)Cl. Product: CCOP(=O)(OCC)C(Cl)c1ccc(Cl)cc1. Reaction SMILES: [CH2:22]([Cl:23])[Cl:24].[Cl:1][c:2]1[cH:3][cH:4][c:5]([CH:8]([OH:9])[P:10]([O:11][CH2:12][CH3:13])([O:14][CH2:15][CH3:16])=[O:17])[cH:6][cH:7]1.[S:18]([Cl:19])([Cl:20])=[O:21]>>[Cl:1][c:2]1[cH:3][cH:4][c:5]([CH:8]([P:10]([O:11][CH2:12][CH3:13])([O:14][CH2:15][CH3:16])=[O:17])[Cl:20])[cH:6][cH:7]1. Starting materials: solution, C[O-].[Na+] (sodium methoxide), ClCC#CCSCCCCCCCC (1-chloro-5-thia-2-tridecyne), C1CCOC1 (THF), C(CS)(=O)OC (methyl thioglycolate). Yield: 71.0%. Reported procedure: 2.03 ml of a 30% solution of sodium methoxide in methanol were added dropwise (such that the temperature did not exceed 15° C.) to a solution of 980 μl of methyl thioglycolate in 10 ml of methanol at 10° C., under an inert atmosphere. The mixture was maintained under stirring for 30 min and then added to a solution of 2.5 g of 1-chloro-5-thia-2-tridecyne in a mixture of 7 ml of methanol with 3 ml of THF under an inert atmosphere. The mixture was maintained under stirring for 15 hours at room tem... As a reaction SMILES: C[O-].[Na+].[C:4]([O:8][CH3:9])(=[O:7])[CH2:5][SH:6].Cl[CH2:11][C:12]#[C:13][CH2:14][S:15][CH2:16][CH2:17][CH2:18][CH2:19][CH2:20][CH2:21][CH2:22][CH3:23].C1COCC1>CO.O>[C:4]([O:8][CH3:9])(=[O:7])[CH2:5][S:6][CH2:11][C:12]#[C:13][CH2:14][S:15][CH2:16][CH2:17][CH2:18][CH2:19][CH2:20][CH2:21][CH2:22][CH3:23] |f:0.1|. The product is C(CSCC#CCSCCCCCCCC)(=O)OC (methyl 3,8-dithia-5-hexadecynoate), oil. Reaction conditions: time 30 minute. Run in CO (methanol), CO (methanol), O (water), CO (methanol). Reactants: NC1=C2C(=NC=N1)N(N=C2C2=CC(=CC(=C2)F)O[Si](C)(C)C(C)(C)C)C(C)C=2OC(C1=CC=CC=C1C2C2=CC=CC=C2)=O (3-(1-(4-amino-3-(3-((tert-butyldimethylsilyl)oxy)-5-fluorophenyl)-1H-pyrazolo[3,4-d]pyrimidin-1-yl)ethyl)-4-phenyl-1H-isochromen-1-one). Solvent: Cl (HCl), CCO (EtOH). Reaction conditions: time 5 hour. Product: NC1=C2C(=NC=N1)N(N=C2C2=CC(=CC(=C2)O)F)C(C)C=2OC(C1=CC=CC=C1C2C2=CC=CC=C2)=O (3-(1-(4-amino-3-(3-fluoro-5-hydroxyphenyl)-1H-pyrazolo[3,4-d]pyrimidin-1-yl)ethyl)-4-phenyl-1H-isochromen-1-one). Isolated yield 87.0%. RXN SMILES: [NH2:1][C:2]1[N:7]=[CH:6][N:5]=[C:4]2[N:8]([CH:26]([C:28]3[O:29][C:30](=[O:44])[C:31]4[C:36]([C:37]=3[C:38]3[CH:43]=[CH:42][CH:41]=[CH:40][CH:39]=3)=[CH:35][CH:34]=[CH:33][CH:32]=4)[CH3:27])[N:9]=[C:10]([C:11]3[CH:16]=[C:15]([F:17])[CH:14]=[C:13]([O:18][Si](C(C)(C)C)(C)C)[CH:12]=3)[C:3]=12>Cl.CCO>[NH2:1][C:2]1[N:7]=[CH:6][N:5]=[C:4]2[N:8]([CH:26]([C:28]3[O:29][C:30](=[O:44])[C:31]4[C:36]([C:37]=3[C:38]3[CH:43]=[CH:42][CH:41]=[CH:40][CH:39]=3)=[CH:35][CH:34]=[CH:33][CH:32]=4)[CH3:27])[N:9]=[C:10]([C:11]3[CH:12]=[C:13]([OH:18])[CH:14]=[C:15]([F:17])[CH:16]=3)[C:3]=12. Procedure: 3-(1-(4-amino-3-(3-((tert-butyldimethylsilyl)oxy)-5-fluorophenyl)-1H-pyrazolo[3,4-d]pyrimidin-1-yl)ethyl)-4-phenyl-1H-isochromen-1-one single enantiomer (intermediate Q.2, first eluted enantiomer under the conditions described above, 40 mg, 0.065 mmol) was dissolved in a solution of 1M HCl in EtOH (0.2 ml) and stirred at room temperature for 5 hrs. The volatiles were removed under reduced pressure and the residue was purified by flash chromatography on silica gel cartridge (DCM to DCM:MeOH=97:3)... Starting materials: CC(C)c1cc(C(C)C)c(S(=O)(=O)OC(CC2OCCO2)C2(O)CN(C(=O)c3ccc(F)c(F)c3Nc3ccc(I)cc3F)C2)c(C(C)C)c1, CCOC(C)=O, [H-], [Na+], C1CCOC1. Product: O=C(c1ccc(F)c(F)c1Nc1ccc(I)cc1F)N1CC2(C1)OC2CC1OCCO1. As a reaction SMILES: [CH3:1][CH:2]([c:3]1[cH:4][c:5]([CH:6]([CH3:7])[CH3:8])[cH:9][c:10]([CH:11]([CH3:12])[CH3:13])[c:14]1[S:15](=[O:17])(=[O:18])[O:19][CH:20]([CH2:21][CH:22]1[O:23][CH2:24][CH2:25][O:26]1)[C:27]1([OH:16])[CH2:28][N:29]([C:31](=[O:32])[c:33]2[c:34]([NH:41][c:42]3[c:43]([F:49])[cH:44][c:45]([I:48])[cH:46][cH:47]3)[c:35]([F:40])[c:36]([F:39])[cH:37][cH:38]2)[CH2:30]1)[CH3:50].[CH3:53][CH2:54][O:55][C:56](=[O:57])[CH3:58].[H-:51].[Na+:52].[O:59]1[CH2:60][CH2:61][CH2:62][CH2:63]1>>[O:19]1[CH:20]([CH2:21][CH:22]2[O:23][CH2:24][CH2:25][O:26]2)[C:27]12[CH2:28][N:29]([C:31](=[O:32])[c:33]1[c:34]([NH:41][c:42]3[c:43]([F:49])[cH:44][c:45]([I:48])[cH:46][cH:47]3)[c:35]([F:40])[c:36]([F:39])[cH:37][cH:38]1)[CH2:30]2. Reactants: C(Cl)C1CO1 (Epichlorohydrin), C(C1=CC=CC=C1)O (benzyl alcohol), C(C1CO1)OCC1=CC=CC=C1 (benzyl glycidyl ether), [Cl-].[Li+] (lithium chloride). The reagents and catalysts are S([O-])(O)(=O)=O.C(CCC)[N+](CCCC)(CCCC)CCCC (tetrabutylammonium bisulfate). The solvent is [OH-].[Na+] (sodium hydroxide), O1CCCC1 (tetrahydrofuran), C(C)(=O)O (acetic acid). Run at time 4.5 hour. The product is C(C1=CC=CC=C1)OCC(CCl)O (1-benzyloxy-3-chloro-2-propanol). As a reaction SMILES: [CH2:1]([CH:3]1[O:5][CH2:4]1)[Cl:2].[CH2:6]([OH:13])[C:7]1[CH:12]=[CH:11][CH:10]=[CH:9][CH:8]=1.C(OCC1C=CC=CC=1)C1OC1.[Cl-].[Li+]>S(=O)(=O)(O)[O-].C([N+](CCCC)(CCCC)CCCC)CCC.[OH-].[Na+].O1CCCC1.C(O)(=O)C>[CH2:6]([O:13][CH2:4][CH:3]([OH:5])[CH2:1][Cl:2])[C:7]1[CH:12]=[CH:11][CH:10]=[CH:9][CH:8]=1 |f:3.4,5.6,7.8|. Procedure details: Epichlorohydrin is reacted with benzyl alcohol in the presence of tetrabutylammonium bisulfate in aqueous sodium hydroxide, at room temperature. The product of this reaction, benzyl glycidyl ether, is isolated by conventional means and is then added slowly to a suspension of lithium chloride in tetrahydrofuran and acetic acid, at 40°-70° C., preferably below 60° C. The reaction mixture is allowed to cool to room temperature, and stirred for 2-10 hours, preferably 3-6 hours. The product is isolat...